This data is from the Open Reaction Database (ORD), a public repository of structured organic reaction records. The task is: describe an organic reaction: reactants, conditions, products, and yield The reactants are B, CC(C(=O)O)c1ccc(Br)cc1, C1CCOC1, CCOC(C)=O. Product: CC(CO)c1ccc(Br)cc1. Reaction SMILES: [BH3:13].[Br:1][c:2]1[cH:3][cH:4][c:5]([CH:8]([C:9](=[O:10])[OH:11])[CH3:12])[cH:6][cH:7]1.[CH2:20]1[O:21][CH2:22][CH2:23][CH2:24]1.[CH3:14][CH2:15][O:16][C:17]([CH3:18])=[O:19]>>[Br:1][c:2]1[cH:3][cH:4][c:5]([CH:8]([CH2:9][OH:10])[CH3:12])[cH:6][cH:7]1. Product: C(C)(C)(C)OC(=O)N1[C@@H](COC[C@@H]1CCCO)CN([C@@H](C)C(=O)OC(C)(C)C)C(=O)OCC1=CC=CC=C1 ((3R,5S)-3-{[Benzyloxycarbonyl-((S)-1-tert-butoxycarbonyl-ethyl)-amino]-methyl}-5-(3-hydroxy-propyl)-morpholine-4-carboxylic acid tert-butyl ester). Reaction conditions: temperature 0 celsius, time 45 minute. Run in O (water), O1CCCC1 (tetrahydrofuran). Reactants: CO (methanol), B1(OO1)[O-].O.O.O.O.[Na+] (sodium perborate tetrahydrate), C(C)(C)(C)OC(=O)N1[C@H](COC[C@H]1CN([C@@H](C)C(=O)OC(C)(C)C)C(=O)OCC1=CC=CC=C1)CC=C ((3S,5R)-3-allyl-5-{[benzyloxycarbonyl-((S)-1-tert-butoxycarbonyl-ethyl)-amino]-methyl}-morpholine-4-carboxylic acid tert-butyl ester), C12CCCC(CCC1)B2 (9-borabicyclo[3.3.1]nonane), C12CCCC(CCC1)B2 (9-borabicyclo[3.3.1]nonane). As a reaction SMILES: [C:1]([O:5][C:6]([N:8]1[C@H:13]([CH2:14][N:15]([C:25]([O:27][CH2:28][C:29]2[CH:34]=[CH:33][CH:32]=[CH:31][CH:30]=2)=[O:26])[C@H:16]([C:18]([O:20][C:21]([CH3:24])([CH3:23])[CH3:22])=[O:19])[CH3:17])[CH2:12][O:11][CH2:10][C@@H:9]1[CH2:35][CH:36]=[CH2:37])=[O:7])([CH3:4])([CH3:3])[CH3:2].C12BC(CCC1)CCC2.CO.B1([O-])O[O:50]1.O.O.O.O.[Na+]>O1CCCC1.O>[C:1]([O:5][C:6]([N:8]1[C@@H:9]([CH2:35][CH2:36][CH2:37][OH:50])[CH2:10][O:11][CH2:12][C@H:13]1[CH2:14][N:15]([C:25]([O:27][CH2:28][C:29]1[CH:34]=[CH:33][CH:32]=[CH:31][CH:30]=1)=[O:26])[C@H:16]([C:18]([O:20][C:21]([CH3:24])([CH3:23])[CH3:22])=[O:19])[CH3:17])=[O:7])([CH3:2])([CH3:3])[CH3:4] |f:3.4.5.6.7.8|. Isolated yield 80.7%. Procedure: To a solution of (3S,5R)-3-allyl-5-{[benzyloxycarbonyl-((S)-1-tert-butoxycarbonyl-ethyl)-amino]-methyl}-morpholine-4-carboxylic acid tert-butyl ester (4.50 g, 8.68 mmol) in tetrahydrofuran (90 mL) was added 9-borabicyclo[3.3.1]nonane solution (0.5 M in tetrahydrofuran, 36.4 mL, 18.2 mmol) at 0° C., then after 21/2 h another portion of 9-borabicyclo[3.3.1]nonane solution (0.5 M in tetrahydrofuran, 20.8 mL, 10.4 mmol) was added. The reaction mixture was stirred for another 45 min at 0° C., then me... Reactants: C(C)OC(=O)C1=CNC=2N(C1=O)N=CC2C2=CC(=CC=C2)Cl (7-oxo-3-(3-chlorophenyl)-4,7-dihydro-pyrazolo-[1,5-a]-pyrimidine-6-carboxylic acid ethyl ester), C(C)OC(=O)C1=NC=2N(C(=C1)Cl)N=CC2 (7-chloro-pyrazolo-[1,5-a]-pyrimidine-5-carboxylic acid ethyl ester). The product is C(C)OC(=O)C=1C=NC=2N(C1Cl)N=CC2C2=CC(=CC=C2)Cl (3-(3-chlorophenyl)-7-chloro-pyrazolo-[1,5-a]-pyrimidine-6-carboxylic acid ethyl ester). As a reaction SMILES: [CH2:1]([O:3][C:4]([C:6]1[C:11](=O)[N:10]2[N:13]=[CH:14][C:15]([C:16]3[CH:21]=[CH:20][CH:19]=[C:18]([Cl:22])[CH:17]=3)=[C:9]2[NH:8][CH:7]=1)=[O:5])[CH3:2].C(OC(C1C=C([Cl:34])N2N=CC=C2N=1)=O)C>>[CH2:1]([O:3][C:4]([C:6]1[CH:7]=[N:8][C:9]2[N:10]([N:13]=[CH:14][C:15]=2[C:16]2[CH:21]=[CH:20][CH:19]=[C:18]([Cl:22])[CH:17]=2)[C:11]=1[Cl:34])=[O:5])[CH3:2]. Reported procedure: This compound was synthesized from 7-oxo-3-(3-chlorophenyl)-4,7-dihydro-pyrazolo-[1,5-a]-pyrimidine-6-carboxylic acid ethyl ester, according to the process for synthesizing the foregoing 7-chloro-pyrazolo-[1,5-a]-pyrimidine-5-carboxylic acid ethyl ester. mp: 140-141° C. The product is Sc1ccc(C2OCCCO2)cc1. Starting materials: CS(=O)c1ccc(C2OCCCO2)cc1, CC#N, O=C(OC(=O)C(F)(F)F)C(F)(F)F, Cc1cccc(C)n1. Reaction SMILES: [CH3:1][S:2](=[O:3])[c:4]1[cH:5][cH:6][c:7]([CH:10]2[O:11][CH2:12][CH2:13][CH2:14][O:15]2)[cH:8][cH:9]1.[CH3:37][C:38]#[N:39].[F:24][C:25]([F:26])([F:27])[C:28]([O:29][C:30](=[O:31])[C:32]([F:33])([F:34])[F:35])=[O:36].[n:16]1[c:17]([CH3:18])[cH:19][cH:20][cH:21][c:22]1[CH3:23]>>[SH:2][c:4]1[cH:5][cH:6][c:7]([CH:10]2[O:11][CH2:12][CH2:13][CH2:14][O:15]2)[cH:8][cH:9]1. Starting materials: O (water), [Na] (sodium), ClC=1C=C(C=CC1Cl)C1=CC=C(C=C1)C(/C=C/C(=O)O)O (4-(3',4'-dichloro-4-biphenylyl)-4-hydroxy-crotonic acid), C1(CCCCC1)N (cyclohexylamine). The solvent is CO (methanol). The product is ClC=1C=C(C=CC1Cl)C1=CC=C(C=C1)C(CCC(=O)O)O (4-(3',4'-Dichloro-4-biphenylyl)-4-hydroxy-butyric acid). Isolated yield 62.0%. As a reaction SMILES: [Na].[Cl:2][C:3]1[CH:4]=[C:5]([C:10]2[CH:15]=[CH:14][C:13]([CH:16]([OH:22])/[CH:17]=[CH:18]/[C:19]([OH:21])=[O:20])=[CH:12][CH:11]=2)[CH:6]=[CH:7][C:8]=1[Cl:9].C1(N)CCCCC1.O>CO>[Cl:2][C:3]1[CH:4]=[C:5]([C:10]2[CH:11]=[CH:12][C:13]([CH:16]([OH:22])[CH2:17][CH2:18][C:19]([OH:21])=[O:20])=[CH:14][CH:15]=2)[CH:6]=[CH:7][C:8]=1[Cl:9] |^1:0|. Procedure details: Prepared analogous to Example 46 from the sodium salt of the 4-(3',4'-dichloro-4-biphenylyl)-4-hydroxy-crotonic acid in methanol. Yield: 62% of theory. Melting point of the cyclohexylamine salt: 158°-159° C. (from water). The reactants are C(C)(C)(C)OC(=O)N1CCNCC1 (t-butoxycarbonyl-piperazine), C(C)(C)N(CC)C(C)C (diisopropylethylamine), ClC(Cl)(OC(OC(Cl)(Cl)Cl)=O)Cl (Triphosgene), C1=CC(=CC(=C1)Cl)[C@@H](CO)N ((S)-(+)-3-chlorophenylglycinol), CCN(C(C)C)C(C)C (DIEA). Run in C(Cl)Cl (CH2Cl2), C(Cl)Cl (methylene chloride). Reaction conditions: temperature -78 celsius. Product: C(C)(C)(C)OC(=O)N1CCN(CC1)C(NC(CO)C1=CC(=CC=C1)Cl)=O (4-[1-(3-Chloro-phenyl)-2-hydroxy-ethylcarbamoyl]-piperazine-1-carboxylic acid tert-butyl ester). The yield is 39.2%. RXN SMILES: Cl[C:2](Cl)([O:4]C(=O)OC(Cl)(Cl)Cl)Cl.[C:13]([O:17][C:18]([N:20]1[CH2:25][CH2:24][NH:23][CH2:22][CH2:21]1)=[O:19])([CH3:16])([CH3:15])[CH3:14].C(N(C(C)C)CC)(C)C.[CH:35]1[CH:40]=[C:39]([Cl:41])[CH:38]=[C:37]([C@H:42]([NH2:45])[CH2:43][OH:44])[CH:36]=1>C(Cl)Cl>[C:13]([O:17][C:18]([N:20]1[CH2:25][CH2:24][N:23]([C:2](=[O:4])[NH:45][CH:42]([C:37]2[CH:36]=[CH:35][CH:40]=[C:39]([Cl:41])[CH:38]=2)[CH2:43][OH:44])[CH2:22][CH2:21]1)=[O:19])([CH3:16])([CH3:14])[CH3:15]. Procedure: Triphosgene (264 mg, 0.89 mmol) was dissolved in methylene chloride (20 mL) and the mixture cooled to −78° C. under nitrogen atmosphere. A mixture of t-butoxycarbonyl-piperazine (500 mg, 2.4 mmol) and diisopropylethylamine (2 mL) in CH2Cl2 was added dropwise to the cold stirring solution over 30 minutes. When the addition was complete, a mixture of (S)-(+)-3-chlorophenylglycinol (500 mg, 2.4 mmol) and DIEA (2 mL) in CH2CL2 (5 mL) was added. The reaction warmed to ambient temperature and concentr... The reactants are C=CS(=O)(=O)NCc1ccc(C#N)cc1, CS(=O)(=O)O, ClCCl, CCCl, N#Cc1ccc(CN)cc1, O=S(=O)(Cl)Cl, c1ccncc1. Product: N#Cc1ccc(CNS(=O)(=O)CCCl)cc1. As a reaction SMILES: [C:30](#[N:31])[c:32]1[cH:33][cH:34][c:35]([CH2:36][NH:37][S:38](=[O:39])(=[O:40])[CH:41]=[CH2:42])[cH:43][cH:44]1.[CH3:9][S:10]([OH:11])(=[O:12])=[O:13].[Cl:45][CH2:46][Cl:47].[Cl:6][CH2:7][CH3:8].[NH2:14][CH2:15][c:16]1[cH:17][cH:18][c:19]([C:20]#[N:21])[cH:22][cH:23]1.[S:1]([Cl:2])([Cl:3])(=[O:4])=[O:5].[cH:24]1[cH:25][cH:26][n:27][cH:28][cH:29]1>>[Cl:6][CH2:7][CH2:8][S:38]([NH:37][CH2:36][c:35]1[cH:34][cH:33][c:32]([C:30]#[N:31])[cH:44][cH:43]1)(=[O:39])=[O:40].